This data is from the Open Reaction Database (ORD), a public repository of structured organic reaction records. The task is: describe an organic reaction: reactants, conditions, products, and yield Starting materials: NC1=COC2=C(C1=O)C=C(C(=C2)NS(=O)(=O)C)OC2=CC=CC=C2 (3-Amino-7-methylsulfonylamino-6-phenoxy-4H-1-benzopyran-4-one), C(C)(C)(C)OC(=O)N[C@@H](C)C(=O)O (N-tert-butoxycarbonylalanine), C1(CCCCC1)N=C=NC1CCCCC1 (dicyclohexylcarbodiimide), FC(C(=O)O)(F)F (trifluoroacetic acid). Procedure details: 3-Amino-7-methylsulfonylamino-6-phenoxy-4H-1-benzopyran-4-one was reacted with N-tert-butoxycarbonylalanine in the presence of dicyclohexylcarbodiimide. The reaction product was treated with trifluoroacetic acid to obtain 3-(2-aminopropionyl)amino-7-methylsulfonylamino-6-phenoxy-4H-1-benzopyran-4-one. Yields the product NC(C(=O)NC1=COC2=C(C1=O)C=C(C(=C2)NS(=O)(=O)C)OC2=CC=CC=C2)C (3-(2-aminopropionyl)amino-7-methylsulfonylamino-6-phenoxy-4H-1-benzopyran-4-one). RXN SMILES: [NH2:1][C:2]1[C:7](=[O:8])[C:6]2[CH:9]=[C:10]([O:18][C:19]3[CH:24]=[CH:23][CH:22]=[CH:21][CH:20]=3)[C:11]([NH:13][S:14]([CH3:17])(=[O:16])=[O:15])=[CH:12][C:5]=2[O:4][CH:3]=1.C(OC([NH:32][C@H:33]([C:35](O)=[O:36])[CH3:34])=O)(C)(C)C.C1(N=C=NC2CCCCC2)CCCCC1.FC(F)(F)C(O)=O>>[NH2:32][CH:33]([CH3:34])[C:35]([NH:1][C:2]1[C:7](=[O:8])[C:6]2[CH:9]=[C:10]([O:18][C:19]3[CH:20]=[CH:21][CH:22]=[CH:23][CH:24]=3)[C:11]([NH:13][S:14]([CH3:17])(=[O:15])=[O:16])=[CH:12][C:5]=2[O:4][CH:3]=1)=[O:36].